Dataset: the Open Reaction Database (ORD), a public repository of structured organic reaction records. Task: describe an organic reaction: reactants, conditions, products, and yield Starting materials: C(C)(C)(C)OC(=O)N1[C@@H](CC(C1)=NOC)C(=O)O ((2S,4EZ)-1-(tert-butoxycarbonyl)-4-(methoxyimino)-2-pyrrolidinecarboxylic acid), C1(=CC=CC=C1)C(C(=O)Cl)C1=CC=CC=C1 (diphenylacetyl chloride), C=1(C(=CC=CC1)N)N (1,2-benzenediamine). Yields the product CON=C1CN([C@@H](C1)C1=NC2=C(N1)C=CC=C2)C(C(C2=CC=CC=C2)C2=CC=CC=C2)=O ((3EZ,5S)-5-(1H-benzimidazol-2-yl)-1-(diphenylacetyl)-3-pyrrolidinone O-methyloxime). Reaction SMILES: C(O[C:6]([N:8]1[CH2:12][C:11](=[N:13][O:14][CH3:15])[CH2:10][C@H:9]1[C:16](O)=O)=[O:7])(C)(C)C.[C:19]1([CH:25]([C:29]2[CH:34]=[CH:33][CH:32]=[CH:31][CH:30]=2)C(Cl)=O)[CH:24]=[CH:23][CH:22]=[CH:21][CH:20]=1.[C:35]1([NH2:42])[C:36]([NH2:41])=[CH:37][CH:38]=[CH:39][CH:40]=1>>[CH3:15][O:14][N:13]=[C:11]1[CH2:10][C@@H:9]([C:16]2[NH:42][C:35]3[CH:40]=[CH:39][CH:38]=[CH:37][C:36]=3[N:41]=2)[N:8]([C:6](=[O:7])[CH:25]([C:19]2[CH:20]=[CH:21][CH:22]=[CH:23][CH:24]=2)[C:29]2[CH:30]=[CH:31][CH:32]=[CH:33][CH:34]=2)[CH2:12]1. Procedure details: Following the general method as outlined in Example 22, starting from (2S,4EZ)-1-(tert-butoxycarbonyl)-4-(methoxyimino)-2-pyrrolidinecarboxylic acid, diphenylacetyl chloride, and 1,2-benzenediamine the title compound was obtained in 72% purity by LC/MS. MS(ESI+): m/z=425.4.